This data is from the Open Reaction Database (ORD), a public repository of structured organic reaction records. The task is: describe an organic reaction: reactants, conditions, products, and yield The reactants are BrCCCOC1CCCCO1, N#CCc1ccc(Cl)c(Cl)c1. The product is N#CC(CCCOC1CCCCO1)c1ccc(Cl)c(Cl)c1. RXN SMILES: [Br:12][CH2:13][CH2:14][CH2:15][O:16][CH:17]1[O:18][CH2:19][CH2:20][CH2:21][CH2:22]1.[Cl:1][c:2]1[cH:3][c:4]([CH2:9][C:10]#[N:11])[cH:5][cH:6][c:7]1[Cl:8]>>[Cl:1][c:2]1[cH:3][c:4]([CH:9]([C:10]#[N:11])[CH2:13][CH2:14][CH2:15][O:16][CH:17]2[O:18][CH2:19][CH2:20][CH2:21][CH2:22]2)[cH:5][cH:6][c:7]1[Cl:8]. Starting materials: N1N=C(C=C1)C1=CC=C(C=C1)C(=O)N1CC=2N(CC3=C1C=CC=C3)C=CC2 ([4-(1H-pyrazol-3-yl)-phenyl]-(5H,11H-pyrrolo[2,1-c][1,4]-benzodiazepin-10-yl)-methanone), C1(CC1)C(=O)Cl (cyclopropanecarbonyl chloride), O (water). Run in N1=CC=CC=C1 (pyridine). Conditions: time 18 hour. The product is C1(CC1)C(=O)N1N=C(C=C1)C1=CC=C(C=C1)C(=O)N1CC=2N(CC3=C1C=CC=C3)C=CC2 ([4-(1-Cyclopropanecarbonyl-1H-pyrazol-3-yl)-phenyl]-(5H,11H-pyrrolo[2,1-c][1,4]benzodiazepin-10-yl)-methanone). The yield is 73.8%. RXN SMILES: [NH:1]1[CH:5]=[CH:4][C:3]([C:6]2[CH:11]=[CH:10][C:9]([C:12]([N:14]3[C:20]4[CH:21]=[CH:22][CH:23]=[CH:24][C:19]=4[CH2:18][N:17]4[CH:25]=[CH:26][CH:27]=[C:16]4[CH2:15]3)=[O:13])=[CH:8][CH:7]=2)=[N:2]1.[CH:28]1([C:31](Cl)=[O:32])[CH2:30][CH2:29]1.O>N1C=CC=CC=1>[CH:28]1([C:31]([N:1]2[CH:5]=[CH:4][C:3]([C:6]3[CH:11]=[CH:10][C:9]([C:12]([N:14]4[C:20]5[CH:21]=[CH:22][CH:23]=[CH:24][C:19]=5[CH2:18][N:17]5[CH:25]=[CH:26][CH:27]=[C:16]5[CH2:15]4)=[O:13])=[CH:8][CH:7]=3)=[N:2]2)=[O:32])[CH2:30][CH2:29]1. Reported procedure: To a solution of [4-(1H-pyrazol-3-yl)-phenyl]-(5H,11H-pyrrolo[2,1-c][1,4]-benzodiazepin-10-yl)-methanone (1.0 g) in dry pyridine (10 ml) was added cyclopropanecarbonyl chloride (0.44 g). After stirring at room temperature for 18 hours the reaction mixture was poured into water and the precipitate was collected by filtration. The crude product was dissolved in dichloromethane and dried over anhydrous sodium sulfate. This solution was filtered through a short column of hydrous sodium magnesium sil... The reactants are CNC(=O)c1n[nH]c2ccc(NC(=O)C3CCN(CC(=O)O)C3)cc12, CCN=C=NCCCN(C)C, CCN(C(C)C)C(C)C, Cl, On1nnc2ccccc21, C(#CC1CCNCC1)c1ccccc1. The product is CNC(=O)c1n[nH]c2ccc(NC(=O)C3CCN(CC(=O)N4CCC(C#Cc5ccccc5)CC4)C3)cc12. RXN SMILES: [CH3:1][NH:2][C:3](=[O:4])[c:5]1[n:6][nH:7][c:8]2[cH:9][cH:10][c:11]([NH:14][C:15](=[O:16])[CH:17]3[CH2:18][N:19]([CH2:22][C:23](=[O:24])[OH:25])[CH2:20][CH2:21]3)[cH:12][c:13]12.[CH3:51][N:52]([CH3:53])[CH2:54][CH2:55][CH2:56][N:57]=[C:58]=[N:59][CH2:60][CH3:61].[CH:62]([N:63]([CH2:64][CH3:65])[CH:66]([CH3:67])[CH3:68])([CH3:69])[CH3:70].[ClH:50].[OH:40][n:41]1[c:42]2[cH:43][cH:44][cH:45][cH:46][c:47]2[n:48][n:49]1.[c:26]1([C:32]#[C:33][CH:34]2[CH2:35][CH2:36][NH:37][CH2:38][CH2:39]2)[cH:27][cH:28][cH:29][cH:30][cH:31]1>>[CH3:1][NH:2][C:3](=[O:4])[c:5]1[n:6][nH:7][c:8]2[cH:9][cH:10][c:11]([NH:14][C:15](=[O:16])[CH:17]3[CH2:18][N:19]([CH2:22][C:23](=[O:25])[N:37]4[CH2:36][CH2:35][CH:34]([C:33]#[C:32][c:26]5[cH:27][cH:28][cH:29][cH:30][cH:31]5)[CH2:39][CH2:38]4)[CH2:20][CH2:21]3)[cH:12][c:13]12. The reactants are FC(C(=O)O)(F)F.N1C[C@H](CC1)S(=O)(=O)C1=CC=C(C=C1)O ((S)-4-(pyrrolidine-3-sulfonyl)-phenol trifluoroacetic acid), C1C(CC2=CC=CC=C12)C1OC1 ((RS)-2-indan-2-yl-oxirane). Product: O[C@H](CN1C[C@H](CC1)S(=O)(=O)C1=CC=C(C=C1)O)C1CC2=CC=CC=C2C1 ((2S,3S)-4-[1-(2-Hydroxy-2-indan-2-yl-ethyl)-pyrrolidine-3-sulfonyl]-phenol). RXN SMILES: FC(F)(F)C(O)=O.[NH:8]1[CH2:12][CH2:11][C@H:10]([S:13]([C:16]2[CH:21]=[CH:20][C:19]([OH:22])=[CH:18][CH:17]=2)(=[O:15])=[O:14])[CH2:9]1.[CH2:23]1[C:31]2[C:26](=[CH:27][CH:28]=[CH:29][CH:30]=2)[CH2:25][CH:24]1[CH:32]1[CH2:34][O:33]1>>[OH:33][C@@H:32]([CH:24]1[CH2:25][C:26]2[C:31](=[CH:30][CH:29]=[CH:28][CH:27]=2)[CH2:23]1)[CH2:34][N:8]1[CH2:12][CH2:11][C@H:10]([S:13]([C:16]2[CH:21]=[CH:20][C:19]([OH:22])=[CH:18][CH:17]=2)(=[O:15])=[O:14])[CH2:9]1 |f:0.1|. Reported procedure: The title compound, MS: m/e=388.3 (M+H+) was prepared from (S)-4-(pyrrolidine-3-sulfonyl)-phenol trifluoroacetic acid and (RS)-2-indan-2-yl-oxirane. Starting materials: BrC=1C=C(C=CC1)C(CCNC(C(F)(F)F)=O)O (N-(3-(3-bromophenyl)-3-hydroxypropyl)-2,2,2-trifluoroacetamide), C(#C)C1CC1 (ethynylcyclopropane). Product: C1(CC1)C#CC=1C=C(C=CC1)C(CCNC(C(F)(F)F)=O)O (N-(3-(3-(2-cyclopropylethynyl)phenyl)-3-hydroxypropyl)-2,2,2-trifluoroacetamide). Reaction SMILES: Br[C:2]1[CH:3]=[C:4]([CH:8]([OH:18])[CH2:9][CH2:10][NH:11][C:12](=[O:17])[C:13]([F:16])([F:15])[F:14])[CH:5]=[CH:6][CH:7]=1.[C:19]([CH:21]1[CH2:23][CH2:22]1)#[CH:20]>>[CH:21]1([C:19]#[C:20][C:2]2[CH:3]=[C:4]([CH:8]([OH:18])[CH2:9][CH2:10][NH:11][C:12](=[O:17])[C:13]([F:16])([F:15])[F:14])[CH:5]=[CH:6][CH:7]=2)[CH2:23][CH2:22]1. Procedure: Sonogashira reaction of 25 with ethynylcyclopropane yielded N-(3-(3-(2-cyclopropylethynyl)phenyl)-3-hydroxypropyl)-2,2,2-trifluoroacetamide as dark brown oil. Yield (0.8 g, 83%). This used without further purification in the next transformation.